Dataset: the Open Reaction Database (ORD), a public repository of structured organic reaction records. Task: describe an organic reaction: reactants, conditions, products, and yield The reactants are CC(C)(C)OC(=O)C(=Cc1ccc(Br)cc1)C(=O)c1ccccc1O, Cc1ccccc1, NC(N)=S, Cc1ccc(S(=O)(=O)O)cc1. Product: O=C1CC(c2ccc(Br)cc2)Oc2ccccc21. As a reaction SMILES: [Br:1][c:2]1[cH:3][cH:4][c:5]([CH:8]=[C:9]([C:10]([O:11][C:12]([CH3:13])([CH3:14])[CH3:15])=[O:16])[C:17](=[O:18])[c:19]2[c:20]([OH:25])[cH:21][cH:22][cH:23][cH:24]2)[cH:6][cH:7]1.[CH3:41][c:42]1[cH:43][cH:44][cH:45][cH:46][cH:47]1.[NH2:37][C:38](=[S:39])[NH2:40].[c:26]1([CH3:27])[cH:28][cH:29][c:30]([S:31]([OH:32])(=[O:33])=[O:34])[cH:35][cH:36]1>>[Br:1][c:2]1[cH:3][cH:4][c:5]([CH:8]2[CH2:9][C:17](=[O:18])[c:19]3[c:20]([cH:21][cH:22][cH:23][cH:24]3)[O:25]2)[cH:6][cH:7]1. The reactants are COC(=O)c1sc(-c2ccccc2)cc1NC1CC1, O=C(Cl)c1ccc(Cl)cc1Cl, CC(Cl)Cl, N#N. RXN SMILES: [CH3:1][O:2][C:3](=[O:4])[c:5]1[s:6][c:7](-[c:14]2[cH:15][cH:16][cH:17][cH:18][cH:19]2)[cH:8][c:9]1[NH:10][CH:11]1[CH2:12][CH2:13]1.[Cl:22][c:23]1[c:24]([C:25](=[O:26])[Cl:27])[cH:28][cH:29][c:30]([Cl:32])[cH:31]1.[Cl:33][CH:34]([Cl:35])[CH3:36].[N:20]#[N:21]>>[CH3:1][O:2][C:3](=[O:4])[c:5]1[s:6][c:7](-[c:14]2[cH:15][cH:16][cH:17][cH:18][cH:19]2)[cH:8][c:9]1[N:10]([CH:11]1[CH2:12][CH2:13]1)[C:25]([c:24]1[c:23]([Cl:22])[cH:31][c:30]([Cl:32])[cH:29][cH:28]1)=[O:26]. Yields the product COC(=O)c1sc(-c2ccccc2)cc1N(C(=O)c1ccc(Cl)cc1Cl)C1CC1. The reactants are CC(C)(C)O, COc1cc(N2CCC(N3CCOCC3)CC2)ccc1N, CS(=O)c1ncc2ccc(-c3cccnc3)n2n1, CCN(C(C)C)C(C)C, [Cs+], [F-]. The product is COc1cc(N2CCC(N3CCOCC3)CC2)ccc1Nc1ncc2ccc(-c3cccnc3)n2n1. As a reaction SMILES: [C:51]([OH:52])([CH3:53])([CH3:54])[CH3:55].[CH3:1][O:2][c:3]1[c:4]([NH2:21])[cH:5][cH:6][c:7]([N:9]2[CH2:10][CH2:11][CH:12]([N:15]3[CH2:16][CH2:17][O:18][CH2:19][CH2:20]3)[CH2:13][CH2:14]2)[cH:8]1.[CH3:22][S:23](=[O:24])[c:25]1[n:26][n:27]2[c:28]([cH:29][n:30]1)[cH:31][cH:32][c:33]2-[c:34]1[cH:35][n:36][cH:37][cH:38][cH:39]1.[CH:42]([N:43]([CH2:44][CH3:45])[CH:46]([CH3:47])[CH3:48])([CH3:49])[CH3:50].[Cs+:41].[F-:40]>>[CH3:1][O:2][c:3]1[c:4]([NH:21][c:25]2[n:26][n:27]3[c:28]([cH:29][n:30]2)[cH:31][cH:32][c:33]3-[c:34]2[cH:35][n:36][cH:37][cH:38][cH:39]2)[cH:5][cH:6][c:7]([N:9]2[CH2:10][CH2:11][CH:12]([N:15]3[CH2:16][CH2:17][O:18][CH2:19][CH2:20]3)[CH2:13][CH2:14]2)[cH:8]1. Starting materials: COC1=C(C=CC=C1)COC1=CC=C(C=C1)C(CC1=CC=CC=C1)=O (4'-[(2-methoxyphenyl)methoxy]phenylacetophenone), C[Si](C)(C)[N-][Si](C)(C)C.[Li+] (lithium bis(trimethylsilyl)amide), Cl[Si](C)(C)C (chlorotrimethylsilane), diethyl ester, C1(=CC=CC=C1)CCSC(C(=O)O)C(=O)O ([(2-phenylethyl)thio]propanedioic acid). Solvent: C1CCOC1 (THF). Product: OC1=C(C(OC(=C1)C1=CC=C(C=C1)OCC1=C(C=CC=C1)OC)=O)SCCC1=CC=CC=C1 (4-Hydroxy-6-[4-[(2-methoxyphenyl)methoxy]phenyl]-3-[(2-phenylethyl)thio]-2H-pyran-2-one). Reaction SMILES: [CH3:1][O:2][C:3]1[CH:8]=[CH:7][CH:6]=[CH:5][C:4]=1[CH2:9][O:10][C:11]1[CH:16]=[CH:15][C:14]([C:17](=O)[CH2:18]C2C=CC=CC=2)=[CH:13][CH:12]=1.C[Si]([N-][Si](C)(C)C)(C)C.[Li+].Cl[Si](C)(C)C.[C:41]1([CH2:47][CH2:48][S:49][CH:50]([C:54]([OH:56])=O)[C:51]([OH:53])=[O:52])[CH:46]=[CH:45][CH:44]=[CH:43][CH:42]=1>C1COCC1>[OH:56][C:54]1[CH:18]=[C:17]([C:14]2[CH:13]=[CH:12][C:11]([O:10][CH2:9][C:4]3[CH:5]=[CH:6][CH:7]=[CH:8][C:3]=3[O:2][CH3:1])=[CH:16][CH:15]=2)[O:53][C:51](=[O:52])[C:50]=1[S:49][CH2:48][CH2:47][C:41]1[CH:42]=[CH:43][CH:44]=[CH:45][CH:46]=1 |f:1.2|. Reported procedure: The title compound was prepared by Method A using 4'-[(2-methoxyphenyl)methoxy]phenylacetophenone (1.29 g, 5.06 mmol), lithium bis(trimethylsilyl)amide (0.930 g, 5.56 mmol), chlorotrimethylsilane (0.705 mL, 5.56 mmol), THF (56 mL), and diethyl ester of [(2-phenylethyl)thio]propanedioic acid (1.00 g, 3.37 mmol). m.p. 138-139° C.; 1H NMR (400 MHz, DMSO-d6) δ2.77 (t, 2 H), 2.98 (t, 2 H), 3.83 (s, 3 H), 5.14 (s, 2 H), 6.68 (s, 1 H), 6.97 (t, 1 H), 7.08 (d, 1 H), 7.20 (m, 7 H), 7.53 (t, 1 H), 7.40 (d... The reactants are FC(C1=CC=C2CC(NC2=C1)=O)(F)F (6-trifluoromethyl-2-indolinone), C(C)(=O)OC(C)=O (acetic anhydride). Product: C(C)(=O)N1C(CC2=CC=C(C=C12)C(F)(F)F)=O (1-acetyl-6-trifluoromethyl-2-indolinone). RXN SMILES: [F:1][C:2]([F:14])([F:13])[C:3]1[CH:11]=[C:10]2[C:6]([CH2:7][C:8](=[O:12])[NH:9]2)=[CH:5][CH:4]=1.[C:15](OC(=O)C)(=[O:17])[CH3:16]>>[C:15]([N:9]1[C:10]2[C:6](=[CH:5][CH:4]=[C:3]([C:2]([F:1])([F:13])[F:14])[CH:11]=2)[CH2:7][C:8]1=[O:12])(=[O:17])[CH3:16]. Procedure: Prepared from 6-trifluoromethyl-2-indolinone and acetic anhydride The reactants are CCO, Cl, COc1ccc2c(c1)SC(C#N)=C(N)CO2. Product: COc1ccc2c(c1)SC(C#N)C(=O)CO2. Reaction SMILES: [CH3:18][CH2:19][OH:20].[ClH:17].[NH2:1][C:2]1=[C:8]([C:9]#[N:10])[S:7][c:6]2[c:5]([cH:14][cH:13][c:12]([O:15][CH3:16])[cH:11]2)[O:4][CH2:3]1>>[C:2]1(=[O:20])[CH2:3][O:4][c:5]2[c:6]([cH:11][c:12]([O:15][CH3:16])[cH:13][cH:14]2)[S:7][CH:8]1[C:9]#[N:10]. Starting materials: N[C@@H](CC1=CC=CC=C1)C(=O)N[C@@H](CC1=CC=C(C=C1)O)C(=O)O (phenylalanyltyrosine), COC1=CC=C(C(=O)Cl)C=C1 (4-methoxybenzoylchloride), Cl (hydrochloric acid). Solvent: [OH-].[Na+] (sodium hydroxide), [OH-].[Na+] (sodium hydroxide). Conditions: time 2 hour. Product: COC1=CC=C(C(=O)N[C@@H](CC2=CC=CC=C2)C(=O)N[C@@H](CC2=CC=C(C=C2)O)C(=O)O)C=C1 (N-(4-methoxybenzoyl)-phenylalanyltyrosine). Isolated yield 56.4%. Reaction SMILES: [NH2:1][C@H:2]([C:10]([NH:12][C@H:13]([C:22]([OH:24])=[O:23])[CH2:14][C:15]1[CH:20]=[CH:19][C:18]([OH:21])=[CH:17][CH:16]=1)=[O:11])[CH2:3][C:4]1[CH:9]=[CH:8][CH:7]=[CH:6][CH:5]=1.[CH3:25][O:26][C:27]1[CH:35]=[CH:34][C:30]([C:31](Cl)=[O:32])=[CH:29][CH:28]=1.Cl>[OH-].[Na+]>[CH3:25][O:26][C:27]1[CH:35]=[CH:34][C:30]([C:31]([NH:1][C@H:2]([C:10]([NH:12][C@H:13]([C:22]([OH:24])=[O:23])[CH2:14][C:15]2[CH:20]=[CH:19][C:18]([OH:21])=[CH:17][CH:16]=2)=[O:11])[CH2:3][C:4]2[CH:5]=[CH:6][CH:7]=[CH:8][CH:9]=2)=[O:32])=[CH:29][CH:28]=1 |f:3.4|. Procedure details: In 20 ml of IN sodium hydroxide solution, 3.28 g of phenylalanyltyrosine was dissolved and the solution was cooled with ice. To the cold solution were added dropwise 1.7 g of 4-methoxybenzoylchloride and 10 ml of IN sodium hydroxide solution. After stirring for two hours, the mixture was neutralized with hydrochloric acid and extracted with ethyl acetate. The extract was washed with water, dried and concentrated to dryness. The residue was crystallized from ethyl acetate to give 2.6 g of N-(4-me...